Dataset: the Open Reaction Database (ORD), a public repository of structured organic reaction records. Task: describe an organic reaction: reactants, conditions, products, and yield Starting materials: CSC(C1=CC(=C(C=C1)C(NC1CSC1)=O)C)=NC[Si](C)(C)C (3-methyl-4-(thietan-3-ylcarbamoyl)-N-trimethylsilanylmethyl-thiobenzimidic acid methyl ester), O (Water), ClC1=CC(=CC(=C1)C(=C)C(F)(F)F)Cl (1,3-dichloro-5-(1-trifluoromethyl-vinyl)-benzene), O.O.O.[F-].C(CCC)[N+](CCCC)(CCCC)CCCC (tetrabutylammonium fluoride trihydrate). Run in C1CCOC1 (THF), C1CCOC1 (THF). Conditions: time 16 hour. Yields the product ClC=1C=C(C=C(C1)Cl)C1(CC(=NC1)C1=CC(=C(C(=O)NC2CSC2)C=C1)C)C(F)(F)F (4-[4-(3,5-dichloro-phenyl)-4-trifluoromethyl-4,5-dihydro-3H-pyrrol-2-yl]-2-methyl-N-thietan-3-yl-benzamide). Isolated yield 94.0%. As a reaction SMILES: CS[C:3](=[N:18][CH2:19][Si](C)(C)C)[C:4]1[CH:9]=[CH:8][C:7]([C:10](=[O:16])[NH:11][CH:12]2[CH2:15][S:14][CH2:13]2)=[C:6]([CH3:17])[CH:5]=1.[Cl:24][C:25]1[CH:30]=[C:29]([C:31]([C:33]([F:36])([F:35])[F:34])=[CH2:32])[CH:28]=[C:27]([Cl:37])[CH:26]=1.O.O.O.[F-].C([N+](CCCC)(CCCC)CCCC)CCC.O>C1COCC1>[Cl:24][C:25]1[CH:30]=[C:29]([C:31]2([C:33]([F:36])([F:34])[F:35])[CH2:19][N:18]=[C:3]([C:4]3[CH:9]=[CH:8][C:7]([C:10]([NH:11][CH:12]4[CH2:15][S:14][CH2:13]4)=[O:16])=[C:6]([CH3:17])[CH:5]=3)[CH2:32]2)[CH:28]=[C:27]([Cl:37])[CH:26]=1 |f:2.3.4.5.6|. Procedure: To a solution of 3-methyl-4-(thietan-3-ylcarbamoyl)-N-trimethylsilanylmethyl-thiobenzimidic acid methyl ester (Example I19) (16 mg) and 1,3-dichloro-5-(1-trifluoromethyl-vinyl)-benzene (see WO 2007/125984) (12 mg) in THF (2 ml) was added at −5° C. tetrabutylammonium fluoride trihydrate (TBAF) (0.41 g) dissolved in THF (1.5 ml). The reaction mixture was stirred at ambient temperature for 16 hours. Water was added and the mixture was extracted twice with ethyl acetate. The combined organic phases ... Product: FC(C1=CC(=NN1)C1=CC=C(S1)C(=O)OCC)(F)F (ethyl 5-(5-trifluoromethyl-1H-pyrazol-3-yl)thiophene-2-carboxylate). Solvent: O (water), O1CCOCC1 (1,4-dioxane), C(C)O (ethanol), C1CCOC1 (THF). Run at temperature 0 celsius, time 50 minute. As a reaction SMILES: CCCCCC.C([Li])CCC.S1C=CC=C1C1C=C(C(F)(F)F)NN=1.ClC(OCC)=O.C(OC([N:37]1[C:41]([C:42]([F:45])([F:44])[F:43])=[CH:40][C:39]([C:46]2[S:50][C:49]([C:51]([O:53][CH2:54][CH3:55])=[O:52])=[CH:48][CH:47]=2)=[N:38]1)=O)C.C(OC(N1C(C2SC(C(OCC)=O)=CC=2)=CC(C(F)(F)F)=N1)=O)C.C(=O)(O)[O-].[Na+]>O.O1CCOCC1.C(O)C.C1COCC1>[F:44][C:42]([F:43])([F:45])[C:41]1[NH:37][N:38]=[C:39]([C:46]2[S:50][C:49]([C:51]([O:53][CH2:54][CH3:55])=[O:52])=[CH:48][CH:47]=2)[CH:40]=1 |f:0.1,6.7|. Procedure: An n-butyl lithium-n-hexane solution (1.6 M) was added to a mixture of 3-(2-thienyl)-5-trifluoromethyl-1H-pyrazole and THF at −60° C. or below, followed by stirring at 0° C. for 50 minutes. Ethyl chloroformate was added to the reaction solution at −60° C. or below. After stirring at −78° C. for 1 hour, it was subjected to purification in the usual way to give a mixture of ethyl 5-(1-ethoxycarbonyl-5-trifluoromethyl-1H-pyrazol-3-yl)thiophene-2-carboxylate and ethyl 5-(1-ethoxycarbonyl-3-trifluoro... Starting materials: C([O-])(O)=O.[Na+] (sodium bicarbonate), CCCCCC.C(CCC)[Li] (n-butyl lithium-n-hexane), S1C(=CC=C1)C1=NNC(=C1)C(F)(F)F (3-(2-thienyl)-5-trifluoromethyl-1H-pyrazole), ClC(=O)OCC (Ethyl chloroformate), C(C)OC(=O)N1N=C(C=C1C(F)(F)F)C1=CC=C(S1)C(=O)OCC (ethyl 5-(1-ethoxycarbonyl-5-trifluoromethyl-1H-pyrazol-3-yl)thiophene-2-carboxylate), C(C)OC(=O)N1N=C(C=C1C1=CC=C(S1)C(=O)OCC)C(F)(F)F (ethyl 5-(1-ethoxycarbonyl-3-trifluoromethyl-1H-pyrazol-5-yl)thiophene-2-carboxylate). Product: C(#N)C=1C=CC2=C(C=C(O2)C=CC2=CC=C(C(=O)OC)C=C2)C1 (methyl 4-[2-(5-cyano-2-benzofuranyl)vinyl]benzoate). Starting materials: C(=O)C1=CC=C(C(=O)OC)C=C1 (methyl 4-formylbenzoate), [Cl-].C(#N)C=1C=CC2=C(C=C(O2)C[P+](C2=CC=CC=C2)(C2=CC=CC=C2)C2=CC=CC=C2)C1 ((5-cyano-2-benzofuranyl)methyltriphenylphosphonium chloride), C1CCC2=NCCCN2CC1 (1,8-diazabicyclo[5.4.0]-7-undecene). Reaction SMILES: [CH:1]([C:3]1[CH:12]=[CH:11][C:6]([C:7]([O:9][CH3:10])=[O:8])=[CH:5][CH:4]=1)=O.[Cl-].[C:14]([C:16]1[CH:17]=[CH:18][C:19]2[O:23][C:22]([CH2:24][P+](C3C=CC=CC=3)(C3C=CC=CC=3)C3C=CC=CC=3)=[CH:21][C:20]=2[CH:44]=1)#[N:15].C1CCN2C(=NCCC2)CC1>O1CCCC1.CO>[C:14]([C:16]1[CH:17]=[CH:18][C:19]2[O:23][C:22]([CH:24]=[CH:1][C:3]3[CH:12]=[CH:11][C:6]([C:7]([O:9][CH3:10])=[O:8])=[CH:5][CH:4]=3)=[CH:21][C:20]=2[CH:44]=1)#[N:15] |f:1.2|. The solvent is O1CCCC1 (tetrahydrofuran), CO (methanol). Procedure details: 5.17 g of methyl 4-formylbenzoate and 13.97 g of (5-cyano-2-benzofuranyl)methyltriphenylphosphonium chloride were dissolved in a solvent mixture of 50 ml of tetrahydrofuran and 50 ml of methanol. A 5.02 g of 1,8-diazabicyclo[5.4.0]-7-undecene was added to the thus prepared solution while stirring under ice cooling, followed by stirring at room temperature for 2 hours. By collecting the precipitated crystals through a filter, methyl 4-[2-(5-cyano-2-benzofuranyl)vinyl]benzoate was obtained as a mi... Reactants: ClC=1C=C(C=CC1Cl)C=1N=C2N(C=CC(=C2)C)C1CC(=O)O (2-(3,4-dichlorophenyl)-7-methylimidazo[1,2-a]pyridine-3-acetic acid), N1=CC=C(C=C1)CNCC (N-(4-pyridinylmethyl)ethylamine). Product: Cl.C(C)N(C(CC1=C(N=C2N1C=CC(=C2)C)C2=CC(=C(C=C2)Cl)Cl)=O)CC2=CC=NC=C2 (N-ethyl-N-(4-pyridinylmethyl)-2-(3,4-dichlorophenyl)-7-methylimidazo[1,2-a]pyridine-3-acetamide.hydrochloride). The yield is 72.1%. Reaction SMILES: [Cl:1][C:2]1[CH:3]=[C:4]([C:9]2[N:10]=[C:11]3[CH:16]=[C:15]([CH3:17])[CH:14]=[CH:13][N:12]3[C:18]=2[CH2:19][C:20](O)=[O:21])[CH:5]=[CH:6][C:7]=1[Cl:8].[N:23]1[CH:28]=[CH:27][C:26]([CH2:29][NH:30][CH2:31][CH3:32])=[CH:25][CH:24]=1>>[ClH:1].[CH2:31]([N:30]([CH2:29][C:26]1[CH:27]=[CH:28][N:23]=[CH:24][CH:25]=1)[C:20](=[O:21])[CH2:19][C:18]1[N:12]2[CH:13]=[CH:14][C:15]([CH3:17])=[CH:16][C:11]2=[N:10][C:9]=1[C:4]1[CH:5]=[CH:6][C:7]([Cl:8])=[C:2]([Cl:1])[CH:3]=1)[CH3:32] |f:2.3|. Reported procedure: According to the method of Example 14, 2-(3,4-dichlorophenyl)-7-methylimidazo[1,2-a]pyridine-3-acetic acid and N-(4-pyridinylmethyl)ethylamine were used as raw materials for synthesis, to obtain white solid powder, yield 72.1%. m.p. 250-252° C., ESI-MS m/z: 454[M+H]+, 1H NMR(DMSO-d6, 400 MHz)δ: 1.09(t, 0.7H, J=7.00 Hz), 1.25(t, 2.3H, J=7.00 Hz), 2.57(s, 2.3H), 2.58(s, 0.7H), 3.38(q, 0.5H, J=7.00 Hz), 3.62(q, 1.5H, J=7.00 Hz), 4.32(s, 0.5H), 4.62(s, 1.5H), 4.79(s, 1.5H), 5.02(s, 0.5H), 7.41-7.43(... Reactants: CCC(C)COc1ccc(-c2ccc(C(=O)O)cc2)cc1, CC(=O)O, O=[N+]([O-])O, O=S(=O)(O)O. The product is CCC(C)COc1ccc(-c2ccc(C(=O)O)cc2)cc1[N+](=O)[O-]. Reaction SMILES: [CH3:1][CH:2]([CH2:3][O:4][c:5]1[cH:6][cH:7][c:8](-[c:11]2[cH:12][cH:13][c:14]([C:17](=[O:18])[OH:19])[cH:15][cH:16]2)[cH:9][cH:10]1)[CH2:20][CH3:21].[CH3:31][C:32](=[O:33])[OH:34].[OH:27][N+:28]([O-:29])=[O:30].[S:22](=[O:23])(=[O:24])([OH:25])[OH:26]>>[CH3:1][CH:2]([CH2:3][O:4][c:5]1[cH:6][cH:7][c:8](-[c:11]2[cH:12][cH:13][c:14]([C:17](=[O:18])[OH:19])[cH:15][cH:16]2)[cH:9][c:10]1[N+:28](=[O:27])[O-:29])[CH2:20][CH3:21]. Starting materials: C1(CC1)C=1NC(=CN1)I (2-cyclopropyl-5-iodo-1H-imidazole), C(C)(C)Br (isopropylbromide). The product is C1(CC1)C=1N(C=C(N1)I)C(C)C (2-Cyclopropyl-4-iodo-1-isopropyl-1H-imidazole). Reaction SMILES: [CH:1]1([C:4]2[NH:5][C:6]([I:9])=[CH:7][N:8]=2)[CH2:3][CH2:2]1.[CH:10](Br)([CH3:12])[CH3:11]>>[CH:1]1([C:4]2[N:8]([CH:10]([CH3:12])[CH3:11])[CH:7]=[C:6]([I:9])[N:5]=2)[CH2:3][CH2:2]1. Reported procedure: The title compound, MS: m/e=277.1 (M+H+), was prepared in accordance with the general method of example 1 from 2-cyclopropyl-5-iodo-1H-imidazole (example C) and isopropylbromide. The reactants are CO, [Na+], [OH-], COC(=O)CCc1ccc(OC)c(C(=O)NCc2cccnc2)c1. The product is COc1ccc(CCC(=O)O)cc1C(=O)NCc1cccnc1. Reaction SMILES: [CH3:27][OH:28].[Na+:26].[OH-:25].[n:1]1[cH:2][c:3]([CH2:7][NH:8][C:9](=[O:10])[c:11]2[cH:12][c:13]([CH2:19][CH2:20][C:21](=[O:22])[O:23][CH3:24])[cH:14][cH:15][c:16]2[O:17][CH3:18])[cH:4][cH:5][cH:6]1>>[n:1]1[cH:2][c:3]([CH2:7][NH:8][C:9](=[O:10])[c:11]2[cH:12][c:13]([CH2:19][CH2:20][C:21](=[O:22])[OH:23])[cH:14][cH:15][c:16]2[O:17][CH3:18])[cH:4][cH:5][cH:6]1.